From a dataset of the Open Reaction Database (ORD), a public repository of structured organic reaction records. describe an organic reaction: reactants, conditions, products, and yield The reactants are NC=1C=C(CC2=NNC(C3=CC=CC=C23)=O)C=CC1 (4-(3-aminobenzyl)-2H-phthalazin-1-one), C1(=CC=CC=C1)C(C(=O)O)(CC(=O)O)CCC (2-phenyl-2-propylsuccinic acid). The solvent is CO (Methanol). Run at temperature 200 celsius, time 18 hour. Yields the product O=C1NN=C(C2=CC=CC=C12)CC=1C=C(C=CC1)N1C(C(CC1=O)(CCC)C1=CC=CC=C1)=O (1-[3-(4-oxo-3,4-dihydrophthalazin-1-ylmethyl)phenyl]-3-phenyl-3-propylpyrrolidine-2,5-dione). RXN SMILES: [NH2:1][C:2]1[CH:3]=[C:4]([CH:17]=[CH:18][CH:19]=1)[CH2:5][C:6]1[C:15]2[C:10](=[CH:11][CH:12]=[CH:13][CH:14]=2)[C:9](=[O:16])[NH:8][N:7]=1.[C:20]1([C:26]([CH2:34][CH2:35][CH3:36])([CH2:30][C:31](O)=[O:32])[C:27](O)=[O:28])[CH:25]=[CH:24][CH:23]=[CH:22][CH:21]=1>CO>[O:16]=[C:9]1[C:10]2[C:15](=[CH:14][CH:13]=[CH:12][CH:11]=2)[C:6]([CH2:5][C:4]2[CH:3]=[C:2]([N:1]3[C:31](=[O:32])[CH2:30][C:26]([C:20]4[CH:21]=[CH:22][CH:23]=[CH:24][CH:25]=4)([CH2:34][CH2:35][CH3:36])[C:27]3=[O:28])[CH:19]=[CH:18][CH:17]=2)=[N:7][NH:8]1. Procedure details: A stirred mixture of 4-(3-aminobenzyl)-2H-phthalazin-1-one (0.1 g, 0.4 mmol; prepared in a manner similar to that described in Example 1) and 2-phenyl-2-propylsuccinic acid (0.094 g, 0.4 mmol) was heated at 200° C. for 1.5 hours then it was allowed to stand at ambient temperature for 18 hours. Methanol (1 ml) was added, the mixture was heated under reflux for 5 minutes, then it was filtered and the collected solid was washed with hot methanol (3 ml). The combined filtrate and washings were conce... The reactants are ferric chloride, Cl (HCl), O (water), BrC=1C=CC(=C(C=O)C1)F (5-bromo-2-fluorobenzaldehyde), [Cu]C#N (copper(I) cyanide). The solvent is CN(C)C=O (DMF). Conditions: temperature 190 celsius, time 5 hour. The product is C(#N)C=1C=CC(=C(C=O)C1)F (5-Cyano-2-fluorobenzaldehyde). As a reaction SMILES: Br[C:2]1[CH:3]=[CH:4][C:5]([F:10])=[C:6]([CH:9]=1)[CH:7]=[O:8].[Cu][C:12]#[N:13].Cl.O>CN(C=O)C>[C:12]([C:2]1[CH:3]=[CH:4][C:5]([F:10])=[C:6]([CH:9]=1)[CH:7]=[O:8])#[N:13]. Reported procedure: To a solution of 5-bromo-2-fluorobenzaldehyde (1.93 g, 9.51 mmol) in DMF (4 mL) was added copper(I) cyanide (0.98 g, 10.93 mmol). The mixture was heated to 190° C. and stirred for 5 h. The dark brown reaction mixture was poured into a solution containing ferric chloride (3.0 g), conc. HCl (0.93 mL) and water (6 mL) and warmed to 65° C. for 20 min. The mixture was partitioned between toluene (20 mL) and water (20 mL). The organic was washed with diluted HCl (25 mL), water (20 mL), 10% sodium hydr... The reactants are [BH4-], CCOC(C)=O, CCO, CCOC(=O)c1nnc(-c2ccccc2)cc1-c1cccc([N+](=O)[O-])c1, [Na+], C1CCOC1, O. Product: O=[N+]([O-])c1cccc(-c2cc(-c3ccccc3)nnc2CO)c1. As a reaction SMILES: [BH4-:27].[CH3:29][CH2:30][O:31][C:32](=[O:33])[CH3:34].[CH3:36][CH2:37][OH:38].[N+:1](=[O:2])([O-:3])[c:4]1[cH:5][c:6](-[c:10]2[c:11]([C:22](=[O:23])[O:24][CH2:25][CH3:26])[n:12][n:13][c:14](-[c:16]3[cH:17][cH:18][cH:19][cH:20][cH:21]3)[cH:15]2)[cH:7][cH:8][cH:9]1.[Na+:28].[O:39]1[CH2:40][CH2:41][CH2:42][CH2:43]1.[OH2:35]>>[N+:1](=[O:2])([O-:3])[c:4]1[cH:5][c:6](-[c:10]2[c:11]([CH2:22][OH:23])[n:12][n:13][c:14](-[c:16]3[cH:17][cH:18][cH:19][cH:20][cH:21]3)[cH:15]2)[cH:7][cH:8][cH:9]1. The reactants are CON(C)C(=O)c1cnc(SC)nc1N, COc1cc(F)c(F)cc1OC. Product: COc1cc(F)c(F)c(C(=O)c2cnc(SC)nc2N)c1OC. RXN SMILES: [CH3:1][O:2][N:3]([C:4](=[O:5])[c:6]1[c:7]([NH2:14])[n:8][c:9]([S:12][CH3:13])[n:10][cH:11]1)[CH3:15].[F:16][c:17]1[c:18]([F:27])[cH:19][c:20]([O:25][CH3:26])[c:21]([O:23][CH3:24])[cH:22]1>>[C:4](=[O:5])([c:6]1[c:7]([NH2:14])[n:8][c:9]([S:12][CH3:13])[n:10][cH:11]1)[c:22]1[c:17]([F:16])[c:18]([F:27])[cH:19][c:20]([O:25][CH3:26])[c:21]1[O:23][CH3:24]. The reactants are COC(=O)c1c2ccccc2nc2occc12, CO, Cl, [Na+], [OH-]. Product: O=C(O)c1c2ccccc2nc2occc12. Reaction SMILES: [CH3:1][O:2][C:3](=[O:4])[c:5]1[c:6]2[c:7]([n:8][c:9]3[cH:10][cH:11][cH:12][cH:13][c:14]13)[o:15][cH:16][cH:17]2.[CH3:21][OH:22].[ClH:20].[Na+:19].[OH-:18]>>[O:2]=[C:3]([OH:4])[c:5]1[c:6]2[c:7]([n:8][c:9]3[cH:10][cH:11][cH:12][cH:13][c:14]13)[o:15][cH:16][cH:17]2. The reactants are BrC1=C(N=C(N1)CCCC)CO (5-bromo-2-butyl-1H-imidazole-4-methanol). The reagents and catalysts are [O-2].[O-2].[Mn+4] (manganese dioxide). Solvent: O1CCOCC1 (dioxane). Run at temperature 100 celsius. Product: BrC1=C(N=C(N1)CCCC)C=O (5-bromo-2-butyl-1H-imidazole-4-carboxaldehyde). Yield: 85.9%. Reaction SMILES: [Br:1][C:2]1[NH:6][C:5]([CH2:7][CH2:8][CH2:9][CH3:10])=[N:4][C:3]=1[CH2:11][OH:12]>[O-2].[O-2].[Mn+4].O1CCOCC1>[Br:1][C:2]1[NH:6][C:5]([CH2:7][CH2:8][CH2:9][CH3:10])=[N:4][C:3]=1[CH:11]=[O:12] |f:1.2.3|. Procedure details: 4.37 g of the product of Step A were introduced into 130 ml of dioxane and then 16.32 g of manganese dioxide were added with stirring. The mixture was heated to approximately 100° C. for about 2 hours, then filtered. The filtrate was rinsed with dioxane and evaporated to obtain 3.72 g of the expected product melting at 113° C. Reactants: CN(C)C1CCC(CC1)N (4-(N,N-dimethylamino)cyclohexylamine), CN1N=NN=C1CCCC(=S)O (4-(1-Methyl-1,2,3,4-tetrazol-5-yl)thio-butyric acid), ClC(=O)OCC(C)C (isobutyl chloroformate), C1CCC2=NCCCN2CC1 (DBU). Solvent: O1CCCC1 (tetrahydrofuran). Reaction conditions: time 30 minute. Yields the product CN(C)C1CCC(CC1)NC(CCCC1=NN=NN1C)=S (N-[4-(N,N-dimethylamino)cyclohexyl]-4-(1-methyl-1,2,3,4-tetrazol-5-yl)thiobutyramide). Yield: 47.0%. RXN SMILES: [CH3:1][N:2]1[C:6]([CH2:7][CH2:8][CH2:9][C:10](O)=[S:11])=[N:5][N:4]=[N:3]1.C1CCN2C(=NCCC2)CC1.ClC(OCC(C)C)=O.[CH3:32][N:33]([CH:35]1[CH2:40][CH2:39][CH:38]([NH2:41])[CH2:37][CH2:36]1)[CH3:34]>O1CCCC1>[CH3:32][N:33]([CH:35]1[CH2:40][CH2:39][CH:38]([NH:41][C:10](=[S:11])[CH2:9][CH2:8][CH2:7][C:6]2[N:2]([CH3:1])[N:3]=[N:4][N:5]=2)[CH2:37][CH2:36]1)[CH3:34]. Reported procedure: 4-(1-Methyl-1,2,3,4-tetrazol-5-yl)thio-butyric acid (45 mmole) is dissolved in tetrahydrofuran (50 ml), and thereto is added DBU (50 mmole). To the mixture is added dropwise with stirring isobutyl chloroformate (50 mmole) under ice-cooling, and the mixture is stirred at room temperature for 30 minutes. To the mixture is added dropwise 4-(N,N-dimethylamino)cyclohexylamine (54 mmole), and the mixture is further stirred at room temperature for 2 hours. After distilling off the solvent under reduced... Starting materials: Cc1ccccc1, CC(O)C1CCCC1, CC(C)(C)OC(=O)N1CCOc2nc(Cl)ccc2C1, [H-], [Na+], O=C(C=Cc1ccccc1)C=Cc1ccccc1, O=C(C=Cc1ccccc1)C=Cc1ccccc1, O=C(C=Cc1ccccc1)C=Cc1ccccc1, O, [Pd], [Pd], c1ccc(P(c2ccccc2)c2ccc3ccccc3c2-c2c(P(c3ccccc3)c3ccccc3)ccc3ccccc23)cc1. Yields the product CC(Oc1ccc2c(n1)OCCN(C(=O)OC(C)(C)C)C2)C1CCCC1. Reaction SMILES: [CH3:76][c:77]1[cH:78][cH:79][cH:80][cH:81][cH:82]1.[CH:1]1([CH:6]([CH3:7])[OH:8])[CH2:2][CH2:3][CH2:4][CH2:5]1.[Cl:11][c:12]1[cH:13][cH:14][c:15]2[c:21]([n:22]1)[O:20][CH2:19][CH2:18][N:17]([C:23](=[O:24])[O:25][C:26]([CH3:27])([CH3:28])[CH3:29])[CH2:16]2.[H-:9].[Na+:10].[O:103]=[C:104]([CH:105]=[CH:106][c:107]1[cH:108][cH:109][cH:110][cH:111][cH:112]1)[CH:113]=[CH:114][c:115]1[cH:116][cH:117][cH:118][cH:119][cH:120]1.[O:121]=[C:122]([CH:123]=[CH:124][c:125]1[cH:126][cH:127][cH:128][cH:129][cH:130]1)[CH:131]=[CH:132][c:133]1[cH:134][cH:135][cH:136][cH:137][cH:138]1.[O:85]=[C:86]([CH:87]=[CH:88][c:89]1[cH:90][cH:91][cH:92][cH:93][cH:94]1)[CH:95]=[CH:96][c:97]1[cH:98][cH:99][cH:100][cH:101][cH:102]1.[OH2:139].[Pd:83].[Pd:84].[cH:30]1[cH:31][cH:32][c:33]([P:34]([c:35]2[cH:36][cH:37][c:38]3[c:39]([cH:40][cH:41][cH:42][cH:43]3)[c:44]2-[c:45]2[c:46]3[c:47]([cH:48][cH:49][cH:50][cH:51]3)[cH:52][cH:53][c:54]2[P:55]([c:56]2[cH:57][cH:58][cH:59][cH:60][cH:61]2)[c:62]2[cH:63][cH:64][cH:65][cH:66][cH:67]2)[c:68]2[cH:69][cH:70][cH:71][cH:72][cH:73]2)[cH:74][cH:75]1>>[CH:1]1([CH:6]([CH3:7])[O:8][c:12]2[cH:13][cH:14][c:15]3[c:21]([n:22]2)[O:20][CH2:19][CH2:18][N:17]([C:23](=[O:24])[O:25][C:26]([CH3:27])([CH3:28])[CH3:29])[CH2:16]3)[CH2:2][CH2:3][CH2:4][CH2:5]1. Reactants: ClC=1C(=NC(=NC1)C1=CC=C(S1)C#N)NC1=NNC(=C1)C1CC1 (5-(5-chloro-4-(5-cyclopropyl-1H-pyrazol-3-ylamino)pyrimidin-2-yl)thiophene-2-carbonitrile), ClC=1C(=NC(=NC1)C1=CC=C(S1)C#N)NC1=NNC(=C1)C1CC1 (5-(5-chloro-4-(5-cyclopropyl-1H-pyrazol-3-ylamino)pyrimidin-2-yl)thiophene-2-carbonitrile), OO (H2O2), C(=O)([O-])[O-].[K+].[K+] (K2CO3). The solvent is CS(=O)C (DMSO). Conditions: time 1 hour. Product: ClC=1C(=NC(=NC1)C1=CC=C(S1)C(=O)N)NC1=NNC(=C1)C1CC1 (5-(5-chloro-4-(5-cyclopropyl-1H-pyrazol-3-ylamino)pyrimidin-2-yl)thiophene-2-carboxamide). The yield is 69.3%. Reaction SMILES: [Cl:1][C:2]1[C:3]([NH:15][C:16]2[CH:20]=[C:19]([CH:21]3[CH2:23][CH2:22]3)[NH:18][N:17]=2)=[N:4][C:5]([C:8]2[S:12][C:11]([C:13]#[N:14])=[CH:10][CH:9]=2)=[N:6][CH:7]=1.OO.C([O-])([O-])=[O:27].[K+].[K+]>CS(C)=O>[Cl:1][C:2]1[C:3]([NH:15][C:16]2[CH:20]=[C:19]([CH:21]3[CH2:22][CH2:23]3)[NH:18][N:17]=2)=[N:4][C:5]([C:8]2[S:12][C:11]([C:13]([NH2:14])=[O:27])=[CH:10][CH:9]=2)=[N:6][CH:7]=1 |f:2.3.4|. Procedure: A mixture of 5-(5-chloro-4-(5-cyclopropyl-1H-pyrazol-3-ylamino)pyrimidin-2-yl)thiophene-2-carbonitrile (Compound 140) (7 mg, 0.02 mmol, 1 equiv.), H2O2 (6.8 mg, 0.2 mmol, 10 equiv.) and K2CO3 (14 mg, 0.1 mmol, 5 equiv.) in DMSO (1 mL) was stirring at rt. for 1 h. The mixture was washed by water to afford 5-(5-chloro-4-(5-cyclopropyl-1H-pyrazol-3-ylamino)pyrimidin-2-yl)thiophene-2-carboxamide (Compound 131) (5 mg, 69%). LC-MS (m/z)=361 [M+H]+; 1H NMR (400 MHz, DMSO-d6): δ 0.74 (d, J=14.4 Hz, 2H),... Starting materials: BrC=1C=C(C=CC1)OC (3-bromoanisole), C[O-].[Na+] (sodium methoxide), C1(O)=CC(O)=CC=C1 (resorcinol). Reagents/catalysts: Cl[Cu] (CuCl). Solvent: CO (methanol), N1=CC=CC=C1 (pyridine). Product: COC=1C=C(C=CC1)OC=1C=C(C=CC1)O (3-(3′-methoxyphenyloxy)phenol). As a reaction SMILES: [C:1]1([CH:8]=[CH:7][CH:6]=[C:4]([OH:5])[CH:3]=1)[OH:2].[CH3:9][O-].[Na+].Br[C:13]1[CH:14]=[C:15]([O:19]C)[CH:16]=[CH:17][CH:18]=1>N1C=CC=CC=1.CO.Cl[Cu]>[CH3:9][O:2][C:1]1[CH:3]=[C:4]([O:5][C:13]2[CH:14]=[C:15]([OH:19])[CH:16]=[CH:17][CH:18]=2)[CH:6]=[CH:7][CH:8]=1 |f:1.2|. Procedure: In a round-bottomed flask fitted with a Vigreux column, a reflux divider and a condenser, 77.08 g (0.70 mol.) of resorcinol are dissolved, under argon, in 250 ml of dry pyridine. 84.3 g of sodium methoxide solution in methanol (30% solution) are added dropwise to the reaction mixture, with stirring. Methanol is then removed from the reaction mixture by distillation. The reflux divider is then closed and 261.9 g (1.40 mol.) of 3-bromoanisole are added dropwise. 3.5 g (0.04 mol.) of CuCl are also ...